Dataset: the Open Reaction Database (ORD), a public repository of structured organic reaction records. Task: describe an organic reaction: reactants, conditions, products, and yield Reactants: O=C(O)C=Cc1ccc(Br)cc1, C1CCNC1, O=C(Cl)C(=O)Cl, ClCCl, CN(C)C=O. Product: O=C(C=Cc1ccc(Br)cc1)N1CCCC1. Reaction SMILES: [Br:1][c:2]1[cH:3][cH:4][c:5]([CH:6]=[CH:7][C:8](=[O:9])[OH:10])[cH:11][cH:12]1.[CH2:24]1[CH2:25][CH2:26][NH:27][CH2:28]1.[Cl:13][C:14]([C:15]([Cl:16])=[O:17])=[O:18].[Cl:29][CH2:30][Cl:31].[O:19]=[CH:20][N:21]([CH3:22])[CH3:23]>>[Br:1][c:2]1[cH:3][cH:4][c:5]([CH:6]=[CH:7][C:8](=[O:10])[N:27]2[CH2:26][CH2:25][CH2:24][CH2:28]2)[cH:11][cH:12]1. Reactants: CCCCCC (hexane), C=O (formaldehyde), C(CCCCCCCCCCC)S (n-dodecyl mercaptan), CCCCCC (hexane), CCCCCC (hexane). Run in O (water), O (water). Reaction conditions: temperature 100 celsius. Yields the product OCSCCCCCCCCCCCC (dodecyl hydroxymethyl sulfide). Isolated yield 91.8%. RXN SMILES: [CH2:1]=[O:2].[CH2:3]([SH:15])[CH2:4][CH2:5][CH2:6][CH2:7][CH2:8][CH2:9][CH2:10][CH2:11][CH2:12][CH2:13][CH3:14].CCCCCC>O>[OH:2][CH2:1][S:15][CH2:3][CH2:4][CH2:5][CH2:6][CH2:7][CH2:8][CH2:9][CH2:10][CH2:11][CH2:12][CH2:13][CH3:14]. Procedure details: 162.2 grams of a 37% by weight aqueous solution of formaldehyde (equivalent to 2 moles), 404 grams of n-dodecyl mercaptan (equivalent to 2 moles) and 250 milliliters of hexane were placed in a one liter flask equipped with an overhead azeotropic mixture condenser and a condensed water and hexane component separator. A fixed bed of Amberlyst 15 acid-type ion exchange resin catalyst was provided, and the reaction mixture in the flask was circulated by a pump from the flask through the catalyst bed... The reactants are NC1=NC(=CC(=C1)C(=O)C1=CC=CC=C1)N ((2,6-diamino-pyridin-4-yl)-phenyl-methanone), C1(=C(C(=CC(=C1)C)C)S(=O)(=O)NO)C (o-mesitylene-sulfonylhydroxylamine), BrC1=CC=C(O1)C=O (5-bromo-2-furaldehyde). Yields the product NC1=CC(=CC=2N1N=C(N2)C=2OC(=CC2)Br)C(=O)C2=CC=CC=C2 ([5-Amino-2-(5-bromo-furan-2-yl)-[1,2,4]triazolo[1,5-a]pyridin-7-yl]-phenyl-methanone). As a reaction SMILES: [NH2:1][C:2]1[CH:7]=[C:6]([C:8]([C:10]2[CH:15]=[CH:14][CH:13]=[CH:12][CH:11]=2)=[O:9])[CH:5]=[C:4]([NH2:16])[N:3]=1.C1(C)C=C(C)C=C(C)C=1S([NH:28]O)(=O)=O.[Br:31][C:32]1[O:36][C:35]([CH:37]=O)=[CH:34][CH:33]=1>>[NH2:16][C:4]1[N:3]2[N:28]=[C:37]([C:35]3[O:36][C:32]([Br:31])=[CH:33][CH:34]=3)[N:1]=[C:2]2[CH:7]=[C:6]([C:8]([C:10]2[CH:15]=[CH:14][CH:13]=[CH:12][CH:11]=2)=[O:9])[CH:5]=1. Procedure details: The title compound, MS m/e (%): 383 (M+H+, 100), was prepared in accordance with the general method of example 373 from (2,6-diamino-pyridin-4-yl)-phenyl-methanone, o-mesitylene-sulfonylhydroxylamine, and 5-bromo-2-furaldehyde. The purification was performed with reversed phase HPLC eluting with an acetonitrile/water gradient. Reactants: O.NC1CCN(CC1)CCC1=CNC2=CC=CC=C12 (4-Amino-1-[2-(3-indolyl)ethyl]piperidine hydrate), ClC=1C=C(C=CC1Cl)N=C=S (3,4-dichlorophenyl isothiocyanate). Yields the product ClC=1C=C(C=CC1Cl)NC(=S)NC1CCN(CC1)CCC1=CNC2=CC=CC=C12 (1-[3,4-Dichlorophenyl]-3-[1-(2-[3-indolyl]ethyl)piperid-4-yl]-thiourea). Reaction SMILES: O.[NH2:2][CH:3]1[CH2:8][CH2:7][N:6]([CH2:9][CH2:10][C:11]2[C:19]3[C:14](=[CH:15][CH:16]=[CH:17][CH:18]=3)[NH:13][CH:12]=2)[CH2:5][CH2:4]1.[Cl:20][C:21]1[CH:22]=[C:23]([N:28]=[C:29]=[S:30])[CH:24]=[CH:25][C:26]=1[Cl:27]>>[Cl:20][C:21]1[CH:22]=[C:23]([NH:28][C:29]([NH:2][CH:3]2[CH2:8][CH2:7][N:6]([CH2:9][CH2:10][C:11]3[C:19]4[C:14](=[CH:15][CH:16]=[CH:17][CH:18]=4)[NH:13][CH:12]=3)[CH2:5][CH2:4]2)=[S:30])[CH:24]=[CH:25][C:26]=1[Cl:27] |f:0.1|. Procedure details: 4-Amino-1-[2-(3-indolyl)ethyl]piperidine hydrate is treated with 3,4-dichlorophenyl isothiocyanate in the manner described in Example 10 to obtain the title compound as the hydrochloride. Starting materials: C(C)(C)(C)C=1SC(=NN1)NCC (2-tert.butyl-5-ethylamino-1,3,4-thiadiazole), CN=C=O (methyl isocyanate). The solvent is O (water). The product is C(C)N(C(=O)NC)C=1SC(=NN1)C(C)(C)C (1-ethyl-1-(5-tert.butyl-1,3,4-thiadiazol-2-yl)-3-methylurea). RXN SMILES: [C:1]([C:5]1[S:6][C:7]([NH:10][CH2:11][CH3:12])=[N:8][N:9]=1)([CH3:4])([CH3:3])[CH3:2].[CH3:13][N:14]=[C:15]=[O:16]>O>[CH2:11]([N:10]([C:7]1[S:6][C:5]([C:1]([CH3:4])([CH3:2])[CH3:3])=[N:9][N:8]=1)[C:15]([NH:14][CH3:13])=[O:16])[CH3:12]. Procedure: A solution of 9.25 g of 2-tert.butyl-5-ethylamino-1,3,4-thiadiazole and 3.5 g of methyl isocyanate is heated several hours on the steam bath and poured into water to give 1-ethyl-1-(5-tert.butyl-1,3,4-thiadiazol-2-yl)-3-methylurea, m.p. 112°. Reported procedure: Using the procedure described in Example 11, 7-bromo-4-methyl-2,3-dihydro-4H-pyrido[3,2-b][1,4]oxazin-3-one was reacted with 4-(5-fluoro-3-mercaptophenyl)-4-methoxytetrahydropyran to give 4-[5-fluoro-3-(4-methyl-3-oxo-2,3-dihydro-4H-pyrido[3,2-b]-[1,4]oxazin-7-ylthio)phenyl]-4-methoxytetrahydropyran in 4% yield, m.p. 127°-128° C. RXN SMILES: Br[C:2]1[CH:11]=[N:10][C:9]2[N:8]([CH3:12])[C:7](=[O:13])[CH2:6][O:5][C:4]=2[CH:3]=1.[F:14][C:15]1[CH:16]=[C:17]([SH:29])[CH:18]=[C:19]([C:21]2([O:27][CH3:28])[CH2:26][CH2:25][O:24][CH2:23][CH2:22]2)[CH:20]=1>>[F:14][C:15]1[CH:16]=[C:17]([S:29][C:2]2[CH:11]=[N:10][C:9]3[N:8]([CH3:12])[C:7](=[O:13])[CH2:6][O:5][C:4]=3[CH:3]=2)[CH:18]=[C:19]([C:21]2([O:27][CH3:28])[CH2:22][CH2:23][O:24][CH2:25][CH2:26]2)[CH:20]=1. Isolated yield 4.0%. Starting materials: BrC1=CC=2OCC(N(C2N=C1)C)=O (7-bromo-4-methyl-2,3-dihydro-4H-pyrido[3,2-b][1,4]oxazin-3-one), FC=1C=C(C=C(C1)C1(CCOCC1)OC)S (4-(5-fluoro-3-mercaptophenyl)-4-methoxytetrahydropyran). Yields the product FC=1C=C(C=C(C1)C1(CCOCC1)OC)SC1=CC=2OCC(N(C2N=C1)C)=O (4-[5-fluoro-3-(4-methyl-3-oxo-2,3-dihydro-4H-pyrido[3,2-b]-[1,4]oxazin-7-ylthio)phenyl]-4-methoxytetrahydropyran). Procedure details: Tert-butyl 3-(cyanomethyl)-3-(3-(7-(1-methyl-1H-pyrazol-4-yl)imidazo[1,2-c]pyrimidin-5-yl)-1H-pyrazol-1-yl)azetidine-1-carboxylate (Example 129; 28.3 mg, 0.0616 mmol) was dissolved in DCM (308 μL, 0.0616 mmol) and treated with 4N HCl in dioxane (308 μL, 1.23 mmol). The reaction mixture was stirred at ambient temperature for 1 hour, then concentrated in vacuo to afford 2-(3-(3-(7-(1-methyl-1H-pyrazol-4-yl)imidazo[1,2-c]pyrimidin-5-yl)-1H-pyrazol-1-yl)azetidin-3-yl)acetonitrile hydrochloride (14.3... Yield: 58.6%. Yields the product Cl.CN1N=CC(=C1)C1=CC=2N(C(=N1)C1=NN(C=C1)C1(CNC1)CC#N)C=CN2 (2-(3-(3-(7-(1-methyl-1H-pyrazol-4-yl)imidazo[1,2-c]pyrimidin-5-yl)-1H-pyrazol-1-yl)azetidin-3-yl)acetonitrile hydrochloride). As a reaction SMILES: [C:1]([CH2:3][C:4]1([N:15]2[CH:19]=[CH:18][C:17]([C:20]3[N:25]4[CH:26]=[CH:27][N:28]=[C:24]4[CH:23]=[C:22]([C:29]4[CH:30]=[N:31][N:32]([CH3:34])[CH:33]=4)[N:21]=3)=[N:16]2)[CH2:7][N:6](C(OC(C)(C)C)=O)[CH2:5]1)#[N:2].C(Cl)[Cl:36].Cl.O1CCOCC1>>[ClH:36].[CH3:34][N:32]1[CH:33]=[C:29]([C:22]2[N:21]=[C:20]([C:17]3[CH:18]=[CH:19][N:15]([C:4]4([CH2:3][C:1]#[N:2])[CH2:7][NH:6][CH2:5]4)[N:16]=3)[N:25]3[CH:26]=[CH:27][N:28]=[C:24]3[CH:23]=2)[CH:30]=[N:31]1 |f:4.5|. Conditions: time 1 hour. The reactants are C(#N)CC1(CN(C1)C(=O)OC(C)(C)C)N1N=C(C=C1)C1=NC(=CC=2N1C=CN2)C=2C=NN(C2)C (tert-butyl 3-(cyanomethyl)-3-(3-(7-(1-methyl-1H-pyrazol-4-yl)imidazo[1,2-c]pyrimidin-5-yl)-1H-pyrazol-1-yl)azetidine-1-carboxylate), C(Cl)Cl (DCM), Cl (HCl), O1CCOCC1 (dioxane). The reactants are ClCCl, CC#Cc1cncc(-c2cc(C34N=C(NC(=O)OC(C)(C)C)SCC3CCO4)c(F)cc2F)c1, O=C(O)C(F)(F)F. Yields the product CC#Cc1cncc(-c2cc(C34N=C(N)SCC3CCO4)c(F)cc2F)c1. Reaction SMILES: [Cl:42][CH2:43][Cl:44].[F:1][c:2]1[c:3]([C:18]23[N:19]=[C:20]([NH:27][C:28](=[O:29])[O:30][C:31]([CH3:32])([CH3:33])[CH3:34])[S:21][CH2:22][CH:23]2[CH2:24][CH2:25][O:26]3)[cH:4][c:5](-[c:9]2[cH:10][n:11][cH:12][c:13]([C:15]#[C:16][CH3:17])[cH:14]2)[c:6]([F:8])[cH:7]1.[F:35][C:36]([F:37])([F:38])[C:39]([OH:40])=[O:41]>>[F:1][c:2]1[c:3]([C:18]23[N:19]=[C:20]([NH2:27])[S:21][CH2:22][CH:23]2[CH2:24][CH2:25][O:26]3)[cH:4][c:5](-[c:9]2[cH:10][n:11][cH:12][c:13]([C:15]#[C:16][CH3:17])[cH:14]2)[c:6]([F:8])[cH:7]1. Reactants: [Cl-].[NH4+] (ammonium chloride), ClC=1C(=C(N)C(=CC1OC=1C=NC=CC1)[N+](=O)[O-])OC=1C=NC=CC1 (3-chloro-2,4-bis(pyridin-3-yloxy)-6-nitroaniline). Reagents/catalysts: [Fe] (iron). Solvent: CO (methanol), O (water). The product is ClC=1C(=C(C(=CC1OC=1C=NC=CC1)N)N)OC=1C=NC=CC1 (4-chloro-3,5-bis(pyridin-3-yloxy)-benzene-1,2-diamine). As a reaction SMILES: [Cl-].[NH4+].[Cl:3][C:4]1[C:5]([O:21][C:22]2[CH:23]=[N:24][CH:25]=[CH:26][CH:27]=2)=[C:6]([C:8]([N+:18]([O-])=O)=[CH:9][C:10]=1[O:11][C:12]1[CH:13]=[N:14][CH:15]=[CH:16][CH:17]=1)[NH2:7]>CO.O.[Fe]>[Cl:3][C:4]1[C:5]([O:21][C:22]2[CH:23]=[N:24][CH:25]=[CH:26][CH:27]=2)=[C:6]([NH2:7])[C:8]([NH2:18])=[CH:9][C:10]=1[O:11][C:12]1[CH:13]=[N:14][CH:15]=[CH:16][CH:17]=1 |f:0.1|. Procedure details: 128 mg of ammonium chloride and 67 mg of iron powder were added to a suspension of 143 mg of 3-chloro-2,4-bis(pyridin-3-yloxy)-6-nitroaniline in 8 ml of methanol and 4 ml of water, and the reaction liquid was heated under reflux for 2 hours. The reaction liquid was filtered, and the solvent was evaporated away under reduced pressure. The residue was diluted with ethyl acetate, washed with water, and dried with anhydrous magnesium sulfate. The solvent was evaporated away to obtain the entitled co...